This data is from the Open Reaction Database (ORD), a public repository of structured organic reaction records. The task is: describe an organic reaction: reactants, conditions, products, and yield The reactants are C1(=CC=CC=C1)C=1C=C(CN)C=CC1 (3-Phenylbenzylamine), CC(C#C/C=C/CN(C)CC1=CC(=CC=C1)C1=CC=CC=C1)(C)C (trans-N-(6,6-dimethyl-2-hepten-4-yn-1-yl)-N-methyl-3-phenylbenzylamine), CC(C#C/C=C/CN(C)CC1=CC(=CC=C1)C1=CC=CC=C1)(C)C (trans-N-(6,6-dimethyl-2-hepten-4-yn-1-yl)-N-methyl-3-phenylbenzylamine). The product is CC(C#C\C=C/CN(C)CC1=CC(=CC=C1)C1=CC=CC=C1)(C)C (cis-N-(6,6-dimethyl-2-hepten-4-yn-1-yl)-N-methyl-3-phenylbenzylamine). Reaction SMILES: C1(C2C=C(C=CC=2)CN)C=CC=CC=1.[CH3:15][C:16]([CH3:38])([CH3:37])[C:17]#[C:18]/[CH:19]=[CH:20]/[CH2:21][N:22]([CH2:24][C:25]1[CH:30]=[CH:29][CH:28]=[C:27]([C:31]2[CH:36]=[CH:35][CH:34]=[CH:33][CH:32]=2)[CH:26]=1)[CH3:23]>>[CH3:15][C:16]([CH3:38])([CH3:37])[C:17]#[C:18]/[CH:19]=[CH:20]\[CH2:21][N:22]([CH2:24][C:25]1[CH:30]=[CH:29][CH:28]=[C:27]([C:31]2[CH:36]=[CH:35][CH:34]=[CH:33][CH:32]=2)[CH:26]=1)[CH3:23]. Reported procedure: 3-Phenylbenzylamine (3.93 g) was processed in a similar manner as in Synthesis Example 5, whereby trans-N-(6,6-dimethyl-2-hepten-4-yn-1-yl)-N-methyl-3-phenylbenzylamine (Compound 7) and cis-N-(6,6-dimethyl-2-hepten-4-yn-1-yl)-N-methyl-3-phenylbenzylamine (Compound 8) were obtained in amounts of 2.73 g (yield: 45%) and 0.72 g (yield: 11.9%), respectively. The followings are their NMR spectrum data: Starting materials: COC(=O)C(O)Cc1ccc2nc(-c3c(Cl)cccc3Cl)ccc2c1, O=C(Cl)c1c(Cl)cccc1Cl, [Na+], O=C([O-])O, c1ccncc1. Yields the product COC(=O)C(Cc1ccc2nc(-c3c(Cl)cccc3Cl)ccc2c1)OC(=O)c1c(Cl)cccc1Cl. As a reaction SMILES: [Cl:1][c:2]1[c:3](-[c:9]2[n:10][c:11]3[cH:12][cH:13][c:14]([CH2:19][CH:20]([C:21](=[O:22])[O:23][CH3:24])[OH:25])[cH:15][c:16]3[cH:17][cH:18]2)[c:4]([Cl:8])[cH:5][cH:6][cH:7]1.[Cl:26][c:27]1[c:28]([C:29](=[O:30])[Cl:31])[c:32]([Cl:36])[cH:33][cH:34][cH:35]1.[Na+:41].[O-:37][C:38]([OH:39])=[O:40].[cH:42]1[cH:43][cH:44][n:45][cH:46][cH:47]1>>[Cl:1][c:2]1[c:3](-[c:9]2[n:10][c:11]3[cH:12][cH:13][c:14]([CH2:19][CH:20]([C:21](=[O:22])[O:23][CH3:24])[O:25][C:29]([c:28]4[c:27]([Cl:26])[cH:35][cH:34][cH:33][c:32]4[Cl:36])=[O:30])[cH:15][c:16]3[cH:17][cH:18]2)[c:4]([Cl:8])[cH:5][cH:6][cH:7]1. Reactants: CO.C(Cl)Cl (MeOH CH2Cl2), C(C1=CC=CC=C1)OC(C[C@H](C(=O)N[C@H](CO)CC1=CC=CC=C1)N1C=C(C=C1)C1=CC=C(C=C1)C1=CC=C(C=C1)C#N)=O (N-(1(S)-benzyl-2-hydroxyethyl)-3(R)-[3-(4′-cyano-biphenyl-4-yl)-1H-pyrrol-1-yl]succinamic acid benzyl ester), C(C1=CC=CC=C1)OC(C([C@H](C(=O)N[C@H](CO)CC1=CC=CC=C1)C(=O)OCCCC)N)=O (N-(1(S)-benzyl-2-hydroxyethyl)-3(R)-butoxycarbonyl-amino-succinamic acid benzyl ester), FC(C(=O)O)(F)F.C(C1=CC=CC=C1)OC(C[C@H](C(=O)N[C@H](CO)CC1=CC=CC=C1)N)=O (N-(1(S)-benzyl-2-hydroxyethyl)-3(R)-amino-succinamic acid benzyl ester trifluoroacetate salt), 3-(4′-carboxamidobiphenyl-4-yl)-2,5-dimethoxytetrahydrofuran. Run in ClCCCl (1,2-dichloroethane). Product: C(C1=CC=CC=C1)OC(CC(C(=O)NC(CO)CC1=CC=CC=C1)N1C=C(C=C1)C1=CC=C(C=C1)C1=CC=C(C=C1)C(N)=O)=O (N-(1-benzyl-2-hydroxyethyl)-3-[3-(4′-carbamoylbiphenyl4-yl)-1H-pyrrol-1-yl]succinamic acid benzyl ester). Isolated yield 31.0%. Reaction SMILES: [CH2:1]([O:8][C:9](=[O:44])[CH2:10][C@@H:11]([N:25]1[CH:29]=[CH:28][C:27]([C:30]2[CH:35]=[CH:34][C:33]([C:36]3[CH:41]=[CH:40][C:39]([C:42]#[N:43])=[CH:38][CH:37]=3)=[CH:32][CH:31]=2)=[CH:26]1)[C:12]([NH:14][C@@H:15]([CH2:18][C:19]1[CH:24]=[CH:23][CH:22]=[CH:21][CH:20]=1)[CH2:16][OH:17])=[O:13])[C:2]1[CH:7]=[CH:6][CH:5]=[CH:4][CH:3]=1.C([O:52]C(=O)C(N)[C@@H](C(OCCCC)=O)C(N[C@@H](CC1C=CC=CC=1)CO)=O)C1C=CC=CC=1.FC(F)(F)C(O)=O.C(OC(=O)C[C@@H](N)C(N[C@@H](CC1C=CC=CC=1)CO)=O)C1C=CC=CC=1.CO.C(Cl)Cl>ClCCCl>[CH2:1]([O:8][C:9](=[O:44])[CH2:10][CH:11]([N:25]1[CH:29]=[CH:28][C:27]([C:30]2[CH:31]=[CH:32][C:33]([C:36]3[CH:37]=[CH:38][C:39]([C:42](=[O:52])[NH2:43])=[CH:40][CH:41]=3)=[CH:34][CH:35]=2)=[CH:26]1)[C:12]([NH:14][CH:15]([CH2:18][C:19]1[CH:24]=[CH:23][CH:22]=[CH:21][CH:20]=1)[CH2:16][OH:17])=[O:13])[C:2]1[CH:7]=[CH:6][CH:5]=[CH:4][CH:3]=1 |f:2.3,4.5|. Procedure: As described in Example 4(a) for the preparation of N-(1(S)-benzyl-2-hydroxyethyl)-3(R)-[3-(4′-cyano-biphenyl-4-yl)-1H-pyrrol-1-yl]succinamic acid benzyl ester, N-(1(S)-benzyl-2-hydroxyethyl)-3(R)-butoxycarbonyl-amino-succinamic acid benzyl ester (0.320 mmol) was deprotected. A solution of the resultant crude N-(1(S)-benzyl-2-hydroxyethyl)-3(R)-amino-succinamic acid benzyl ester trifluoroacetate salt and crude 3-(4′-carboxamidobiphenyl-4-yl)-2,5-dimethoxytetrahydrofuran (110 mg, 0.330 mmol) in 1... The reactants are N=C1N(C(N(C12CCC2)C2=CC=C(C=C2)C)=S)C2=CC(=C(C#N)C=C2)C(F)(F)F (4-(8-imino-6-thioxo-5-(4-methylphenyl)-5,7-diazaspiro[3.4]oct-7-yl)-2-trifluoromethylbenzonitrile), CO (methanol), O (water). Run in Cl (HCl). Product: O=C1N(C(N(C12CCC2)C2=CC=C(C=C2)C)=S)C2=CC(=C(C#N)C=C2)C(F)(F)F (4-(8-oxo-6-thioxo-5-(4-methylphenyl)-5,7-diazaspiro[3.4]oct-7-yl)-2-trifluoromethylbenzonitrile), 7c. The yield is 96.0%. As a reaction SMILES: N=[C:2]1[C:6]2([CH2:9][CH2:8][CH2:7]2)[N:5]([C:10]2[CH:15]=[CH:14][C:13]([CH3:16])=[CH:12][CH:11]=2)[C:4](=[S:17])[N:3]1[C:18]1[CH:25]=[CH:24][C:21]([C:22]#[N:23])=[C:20]([C:26]([F:29])([F:28])[F:27])[CH:19]=1.C[OH:31].O>Cl>[O:31]=[C:2]1[C:6]2([CH2:9][CH2:8][CH2:7]2)[N:5]([C:10]2[CH:15]=[CH:14][C:13]([CH3:16])=[CH:12][CH:11]=2)[C:4](=[S:17])[N:3]1[C:18]1[CH:25]=[CH:24][C:21]([C:22]#[N:23])=[C:20]([C:26]([F:29])([F:28])[F:27])[CH:19]=1. Procedure: A mixture of 7b (0.041 g, 0.1 mmol) in HCl aq., 2N (3 ml) and methanol (1 ml) was heated to reflux for 2 h. After being cooled to room temperature, the reaction mixture was poured into cold water (5 ml) and extracted with ethyl acetate (6 ml). The organic layer was dried over MgSO4, concentrated and chromatographed (dichloromethane) to yield 4-(8-oxo-6-thioxo-5-(4-methylphenyl)-5,7-diazaspiro[3.4]oct-7-yl)-2-trifluoromethylbenzonitrile, 4-(8-oxo-6-thioxo-5-(4-methylphenyl)-5,7-diazaspiro[3.4]oct... Starting materials: C(C)(C)(C)OC(NCCCN1CCC(CC1)(C#N)C1=CC=C(C=C1)Cl)=O (3-(4-(4-chlorophenyl)-4-cyanopiperidin-1-yl)propylcarbamic acid tert-butyl ester), OS(=O)(=O)O (H2SO4). Yields the product NCCCN1CCC(CC1)(C(=O)N)C1=CC=C(C=C1)Cl (1-(3-aminopropyl)-4-(4-chlorophenyl)piperidine-4-carboxamide). Yield: 79.0%. As a reaction SMILES: C(OC(=O)[NH:7][CH2:8][CH2:9][CH2:10][N:11]1[CH2:16][CH2:15][C:14]([C:19]2[CH:24]=[CH:23][C:22]([Cl:25])=[CH:21][CH:20]=2)([C:17]#[N:18])[CH2:13][CH2:12]1)(C)(C)C.[OH:27]S(O)(=O)=O>>[NH2:7][CH2:8][CH2:9][CH2:10][N:11]1[CH2:16][CH2:15][C:14]([C:19]2[CH:24]=[CH:23][C:22]([Cl:25])=[CH:21][CH:20]=2)([C:17]([NH2:18])=[O:27])[CH2:13][CH2:12]1. Reported procedure: 3-(4-(4-chlorophenyl)-4-cyanopiperidin-1-yl)propylcarbamic acid tert-butyl ester (0.150 g, 5.39 mmol) in conc. H2SO4 (1 mL) was stirred at room temperature for 30 hours. The solution was concentrated, neutralized with 10% KOH solution and extracted into 25 mL of dichloromethane. The organic layer was dried over sodium sulfate, filtered and concentrated to give 0.185 g (79%) of 1-(3-aminopropyl)-4-(4-chlorophenyl)piperidine-4-carboxamide which was used as such for the subsequent step. The reactants are C1CCOC1, COC(=O)Cc1cccc(S(C)(=O)=NC(=O)c2cncc(C#Cc3cccc(NC(=O)c4cc(C)nn4C)c3)c2)c1, CC(=O)O, [Na+], [OH-]. Yields the product Cc1cc(C(=O)Nc2cccc(C#Cc3cncc(C(=O)N=S(C)(=O)c4cccc(CC(=O)O)c4)c3)c2)n(C)n1. Reaction SMILES: [CH2:48]1[O:49][CH2:50][CH2:51][CH2:52]1.[CH3:1][n:2]1[n:3][c:4]([CH3:41])[cH:5][c:6]1[C:7](=[O:8])[NH:9][c:10]1[cH:11][c:12]([C:16]#[C:17][c:18]2[cH:19][c:20]([C:24](=[O:25])[N:26]=[S:27](=[O:28])([CH3:29])[c:30]3[cH:31][c:32]([CH2:36][C:37](=[O:38])[O:39][CH3:40])[cH:33][cH:34][cH:35]3)[cH:21][n:22][cH:23]2)[cH:13][cH:14][cH:15]1.[CH3:44][C:45](=[O:46])[OH:47].[Na+:43].[OH-:42]>>[CH3:1][n:2]1[n:3][c:4]([CH3:41])[cH:5][c:6]1[C:7](=[O:8])[NH:9][c:10]1[cH:11][c:12]([C:16]#[C:17][c:18]2[cH:19][c:20]([C:24](=[O:25])[N:26]=[S:27](=[O:28])([CH3:29])[c:30]3[cH:31][c:32]([CH2:36][C:37](=[O:38])[OH:39])[cH:33][cH:34][cH:35]3)[cH:21][n:22][cH:23]2)[cH:13][cH:14][cH:15]1.